Dataset: the Open Reaction Database (ORD), a public repository of structured organic reaction records. Task: describe an organic reaction: reactants, conditions, products, and yield Reactants: CCOC(C)=O, O=Cc1ccc(C=Cc2ccccc2)cc1. The product is O=Cc1ccc(CCc2ccccc2)cc1. As a reaction SMILES: [CH3:17][CH2:18][O:19][C:20](=[O:21])[CH3:22].[c:1]1([CH:9]=[CH:10][c:11]2[cH:12][cH:13][cH:14][cH:15][cH:16]2)[cH:2][cH:3][c:4]([CH:7]=[O:8])[cH:5][cH:6]1>>[c:1]1([CH2:9][CH2:10][c:11]2[cH:12][cH:13][cH:14][cH:15][cH:16]2)[cH:2][cH:3][c:4]([CH:7]=[O:8])[cH:5][cH:6]1. Starting materials: C[C@@](N)(CC1=CC=CC=C1)C(=O)O (alpha-methyl-D-phenylalanine), [BH4-].[Na+] (NaBH4), II (Iodine). Solvent: C1CCOC1 (THF), C1CCOC1 (THF). Reaction conditions: temperature 0 celsius, time 30 minute. Yields the product N[C@@](CO)(CC1=CC=CC=C1)C ((R)-2-amino-2-methyl-3-phenylpropan-1-ol). Reaction SMILES: [CH3:1][C@:2]([C:11](O)=[O:12])([CH2:4][C:5]1[CH:10]=[CH:9][CH:8]=[CH:7][CH:6]=1)[NH2:3].[BH4-].[Na+].II>C1COCC1>[NH2:3][C@:2]([CH3:1])([CH2:4][C:5]1[CH:10]=[CH:9][CH:8]=[CH:7][CH:6]=1)[CH2:11][OH:12] |f:1.2|. Procedure details: To a solution of alpha-methyl-D-phenylalanine (1.74 g, 9.71 mmol) in 30 mL THF at rt was added NaBH4 (0.92 g 24.27 mmol) in one portion. The solution was cooled to 0° C. Iodine (2.46 g, 9.71 mmol) in 5 mL THF was added dropwise over 30 min. After the addition was complete, the reaction was heated to reflux for 2 days. The reaction was then cooled to 0° C. and quenched by the addition of methanol until the bubbling subsided. The reaction mixture was acidified by the addition of 6N HCl until pH 1,... Reactants: NC1=NC(=CC(=N1)C1=CC=CC2=CC=CC=C12)Cl (2-Amino-6-chloro-4-(naphth-1-yl)-pyrimidine), [OH-].[Na+] (sodium hydroxide). Reagents/catalysts: [Pd] (Palladium on activated carbon). Solvent: CO (methyl alcohol). Yields the product NC1=NC=CC(=N1)C1=CC=CC2=CC=CC=C12 (2-amino-4-(naphth-1-yl)-pyrimidine). Yield: 54.4%. Reaction SMILES: [NH2:1][C:2]1[N:7]=[C:6]([C:8]2[C:17]3[C:12](=[CH:13][CH:14]=[CH:15][CH:16]=3)[CH:11]=[CH:10][CH:9]=2)[CH:5]=[C:4](Cl)[N:3]=1.[OH-].[Na+]>CO.[Pd]>[NH2:1][C:2]1[N:7]=[C:6]([C:8]2[C:17]3[C:12](=[CH:13][CH:14]=[CH:15][CH:16]=3)[CH:11]=[CH:10][CH:9]=2)[CH:5]=[CH:4][N:3]=1 |f:1.2|. Procedure details: 2-Amino-6-chloro-4-(naphth-1-yl)-pyrimidine (170 mg) was dissolved in 10 mL of methyl alcohol at 0° C. 10% Palladium on activated carbon (70 mg) and approximately 1 mL of 20% sodium hydroxide were added to the solution, and the mixture was hydrogenated (1 atmosphere) for 1 hour to give solid 2-amino-4-(naphth-1-yl)-pyrimidine (80 mg). Treatment of the solid with hydrochloric acid/ethyl alcohol yielded 2-amino-4-(naphth-1-yl)-pyrimidine hydrochloride (25 mg), m.p. 181°-184° C.